describe an organic reaction: reactants, conditions, products, and yield From a dataset of the Open Reaction Database (ORD), a public repository of structured organic reaction records. The reactants are S1C(=CC=C1)C(NC=1C=C2CCN(C2=CC1)C1CN(CC1)C(=O)OC(C)(C)C)=N (tert-Butyl 3-(5-(thiophene-2-carboximidamido)indolin-1-yl)pyrrolidine-1-carboxylate), Cl (HCl). The solvent is CO (methanol). Yields the product N1CC(CC1)N1CCC2=CC(=CC=C12)NC(=N)C=1SC=CC1 (N-(1-(Pyrrolidin-3-yl)indolin-5-yl)thiophene-2-carboximidamide). The yield is 113.2%. As a reaction SMILES: [S:1]1[CH:5]=[CH:4][CH:3]=[C:2]1[C:6](=[NH:29])[NH:7][C:8]1[CH:9]=[C:10]2[C:14](=[CH:15][CH:16]=1)[N:13]([CH:17]1[CH2:21][CH2:20][N:19](C(OC(C)(C)C)=O)[CH2:18]1)[CH2:12][CH2:11]2.Cl>CO>[NH:19]1[CH2:20][CH2:21][CH:17]([N:13]2[C:14]3[C:10](=[CH:9][C:8]([NH:7][C:6]([C:2]4[S:1][CH:5]=[CH:4][CH:3]=4)=[NH:29])=[CH:16][CH:15]=3)[CH2:11][CH2:12]2)[CH2:18]1. Procedure details: A solution of compound 6 (0.35 g, 0.848 mmol) in methanol (10 mL) was treated with 1 N HCl (10 mL) and the resulting mixture was refluxed for 30 minutes. The reaction was brought to room temperature and solvent was evaporated. The crude product was dissolved into water (10 mL), filtered and washed. Water was evaporated to obtain compound 49 (0.3 g, 92%) as a solid. 1H NMR (DMSO-d6) δ11.25 (s, 1H), 9.82-9.60 (m, 3H), 8.63 (s, 1H), 8.15-8.13 (m, 2H), 7.36 (t, 1H, J=4.5 Hz), 7.12-7.06 (m, 2H), 6.68... The reactants are CCO, Cc1cnc(N2CCN(C(=O)c3ccc(N4CCOC4=O)cc3[N+](=O)[O-])CC2)c(C)c1, [Cl-], [Fe], [NH4+], O. The product is Cc1cnc(N2CCN(C(=O)c3ccc(N4CCOC4=O)cc3N)CC2)c(C)c1. As a reaction SMILES: [CH3:3][CH2:4][OH:5].[CH3:6][c:7]1[c:8]([N:14]2[CH2:15][CH2:16][N:17]([C:20](=[O:21])[c:22]3[c:23]([N+:34]([O-:35])=[O:36])[cH:24][c:25]([N:28]4[C:29](=[O:33])[O:30][CH2:31][CH2:32]4)[cH:26][cH:27]3)[CH2:18][CH2:19]2)[n:9][cH:10][c:11]([CH3:13])[cH:12]1.[Cl-:1].[Fe:37].[NH4+:2].[OH2:38]>>[CH3:6][c:7]1[c:8]([N:14]2[CH2:15][CH2:16][N:17]([C:20](=[O:21])[c:22]3[c:23]([NH2:34])[cH:24][c:25]([N:28]4[C:29](=[O:33])[O:30][CH2:31][CH2:32]4)[cH:26][cH:27]3)[CH2:18][CH2:19]2)[n:9][cH:10][c:11]([CH3:13])[cH:12]1. The reactants are CC(=O)O, C#CC1(COC(=O)c2ccccc2)C=CC(n2cc(C)c(=O)[nH]c2=O)O1, CO, C[O-], [Na+]. The product is C#CC1(CO)C=CC(n2cc(C)c(=O)[nH]c2=O)O1. As a reaction SMILES: [C:32]([OH:33])(=[O:34])[CH3:35].[C:3](=[O:4])([c:5]1[cH:6][cH:7][cH:8][cH:9][cH:10]1)[O:11][CH2:12][C:13]1([C:27]#[CH:28])[CH:14]=[CH:15][CH:16]([n:18]2[c:19](=[O:20])[nH:21][c:22](=[O:23])[c:24]([CH3:25])[cH:26]2)[O:17]1.[CH3:1][OH:2].[CH3:29][O-:30].[Na+:31]>>[OH:11][CH2:12][C:13]1([C:27]#[CH:28])[CH:14]=[CH:15][CH:16]([n:18]2[c:19](=[O:20])[nH:21][c:22](=[O:23])[c:24]([CH3:25])[cH:26]2)[O:17]1. The reactants are O=C1CCC(=O)N1Br, C1CCOC1, CCOC(=O)c1cc2ccccc2[nH]1. Yields the product CCOC(=O)c1[nH]c2ccccc2c1Br. Reaction SMILES: [Br:15][N:16]1[C:17](=[O:18])[CH2:19][CH2:20][C:21]1=[O:22].[O:23]1[CH2:24][CH2:25][CH2:26][CH2:27]1.[nH:1]1[c:2]([C:10](=[O:11])[O:12][CH2:13][CH3:14])[cH:3][c:4]2[cH:5][cH:6][cH:7][cH:8][c:9]12>>[nH:1]1[c:2]([C:10](=[O:11])[O:12][CH2:13][CH3:14])[c:3]([Br:15])[c:4]2[cH:5][cH:6][cH:7][cH:8][c:9]12. Reaction SMILES: [Br:1][CH2:2][c:3]1[n:4][cH:5][c:6]([C:10]([F:11])([F:12])[F:13])[cH:7][c:8]1[Cl:9].[nH:14]1[n:15][cH:16][c:17]2[cH:18][c:19]([CH:23]=[O:24])[cH:20][cH:21][c:22]12>>[CH2:2]([c:3]1[n:4][cH:5][c:6]([C:10]([F:11])([F:12])[F:13])[cH:7][c:8]1[Cl:9])[n:14]1[n:15][cH:16][c:17]2[cH:18][c:19]([CH:23]=[O:24])[cH:20][cH:21][c:22]12. The reactants are FC(F)(F)c1cnc(CBr)c(Cl)c1, O=Cc1ccc2[nH]ncc2c1. The product is O=Cc1ccc2c(cnn2Cc2ncc(C(F)(F)F)cc2Cl)c1.